This data is from the Open Reaction Database (ORD), a public repository of structured organic reaction records. The task is: describe an organic reaction: reactants, conditions, products, and yield Reactants: O (water), C1=CC=C2C(=C1)C(=O)NC(=O)N2 (benzoylene urea), ClCCCCSC1=NC=CC=C1 (2-(4-chlorobutylthio)pyridine), C1CCC2=NCCCN2CC1 (1,8-diazabicyclo[5.4.0]-7-undecene). Run in CN(C=O)C (dimethylformamide). Conditions: temperature 80 celsius, time 16 hour. Product: N1=C(C=CC=C1)SCCCCN1C(N(C(C2=CC=CC=C12)=O)CCCCSC1=NC=CC=C1)=O (1,3-bis[4-(2-pyridylthio)butyl]-quinazoline-2,4(1H,3H)-dione). Isolated yield 9.0%. RXN SMILES: [CH:1]1[CH:6]=[C:5]2[C:7]([NH:9][C:10]([NH:12][C:4]2=[CH:3][CH:2]=1)=[O:11])=[O:8].Cl[CH2:14][CH2:15][CH2:16][CH2:17][S:18][C:19]1[CH:24]=[CH:23][CH:22]=[CH:21][N:20]=1.[CH2:25]1[CH2:35][CH2:34][N:33]2C(=NC[CH2:31][CH2:32]2)CC1.O>CN(C)C=O>[N:20]1[CH:21]=[CH:22][CH:23]=[CH:24][C:19]=1[S:18][CH2:17][CH2:16][CH2:15][CH2:14][N:12]1[C:4]2[C:5](=[CH:6][CH:1]=[CH:2][CH:3]=2)[C:7](=[O:8])[N:9]([CH2:14][CH2:15][CH2:16][CH2:17][S:18][C:32]2[CH:31]=[CH:25][CH:35]=[CH:34][N:33]=2)[C:10]1=[O:11]. Reported procedure: To a solution of 1.62 g (10 mmol) of benzoylene urea and 2.02 g (10 mmol) of 2-(4-chlorobutylthio)pyridine in 50 ml of dimethylformamide, 1.65 ml (11 mmol) of 1,8-diazabicyclo[5.4.0]-7-undecene was added, and the mixture was stirred at 80° C. for 16 hours. After cooling, water was added to the reaction mixture, and the mixture was extracted with ethyl acetate. The extract was dried and the solvent was distilled off. The residue was purified by column chromatography (eluent: hexane/ethyl acetate ... The reactants are BrC=1C=C(C=C(C1N)Br)SCCCCOC=1C=C2C=CC(NC2=CC1)=O (6-[4-(3,5-dibromo-4-amino-phenylmercapto)-butoxy]-carbostyril), OO (hydrogen peroxide). Yields the product BrC=1C=C(C=C(C1N)Br)S(=O)CCCCOC=1C=C2C=CC(NC2=CC1)=O (6-[4-(3,5-Dibromo-4-amino-phenylsulfinyl)-butoxy]-carbostyril). As a reaction SMILES: [Br:1][C:2]1[CH:3]=[C:4]([S:10][CH2:11][CH2:12][CH2:13][CH2:14][O:15][C:16]2[CH:17]=[C:18]3[C:23](=[CH:24][CH:25]=2)[NH:22][C:21](=[O:26])[CH:20]=[CH:19]3)[CH:5]=[C:6]([Br:9])[C:7]=1[NH2:8].[OH:27]O>>[Br:1][C:2]1[CH:3]=[C:4]([S:10]([CH2:11][CH2:12][CH2:13][CH2:14][O:15][C:16]2[CH:17]=[C:18]3[C:23](=[CH:24][CH:25]=2)[NH:22][C:21](=[O:26])[CH:20]=[CH:19]3)=[O:27])[CH:5]=[C:6]([Br:9])[C:7]=1[NH2:8]. Procedure: Prepared analogous to Example 123 from 6-[4-(3,5-dibromo-4-amino-phenylmercapto)-butoxy]-carbostyril and hydrogen peroxide. Starting materials: CN(C)C(=O)CCCOc1cc(O)cc(CCCC2CC3CC(=O)CCC3(C)C3CCC4(C)C(O[Si](C)(C)C(C)(C)C)CCC4C23)c1, CC(C)=O, Cl, O. Yields the product CN(C)C(=O)CCCOc1cc(O)cc(CCCC2CC3CC(=O)CCC3(C)C3CCC4(C)C(O)CCC4C23)c1. Reaction SMILES: [C:1]([Si:2]([CH3:3])([CH3:4])[O:6][CH:7]1[C:8]2([CH3:9])[CH:10]([CH2:11][CH2:12]1)[CH:13]1[CH:14]([CH2:27][CH2:28][CH2:29][c:30]3[cH:31][c:32]([OH:45])[cH:33][c:34]([O:36][CH2:37][CH2:38][CH2:39][C:40](=[O:41])[N:42]([CH3:43])[CH3:44])[cH:35]3)[CH2:15][CH:16]3[CH2:17][C:18](=[O:26])[CH2:19][CH2:20][C:21]3([CH3:22])[CH:23]1[CH2:24][CH2:25]2)([CH3:5])([CH3:46])[CH3:47].[CH3:49][C:50](=[O:51])[CH3:52].[ClH:53].[OH2:48]>>[OH:6][CH:7]1[C:8]2([CH3:9])[CH:10]([CH2:11][CH2:12]1)[CH:13]1[CH:14]([CH2:27][CH2:28][CH2:29][c:30]3[cH:31][c:32]([OH:45])[cH:33][c:34]([O:36][CH2:37][CH2:38][CH2:39][C:40](=[O:41])[N:42]([CH3:43])[CH3:44])[cH:35]3)[CH2:15][CH:16]3[CH2:17][C:18](=[O:26])[CH2:19][CH2:20][C:21]3([CH3:22])[CH:23]1[CH2:24][CH2:25]2. Starting materials: CCN=C=NCCCN(C)C, CN(C)C=O, Cl, Nc1cccc(Oc2ccc3nc(NC(=O)C4CC4)cn3n2)c1, O=C(O)c1cccc(C(F)(F)F)c1, On1nnc2ccccc21. The product is O=C(Nc1cccc(Oc2ccc3nc(NC(=O)C4CC4)cn3n2)c1)c1cccc(C(F)(F)F)c1. RXN SMILES: [CH3:38][N:39]([CH3:40])[CH2:41][CH2:42][CH2:43][N:44]=[C:45]=[N:46][CH2:47][CH3:48].[CH3:59][N:60]([CH3:61])[CH:62]=[O:63].[ClH:37].[NH2:1][c:2]1[cH:3][c:4]([O:5][c:6]2[cH:7][cH:8][c:9]3[n:10]([n:11]2)[cH:12][c:13]([NH:15][C:16](=[O:17])[CH:18]2[CH2:19][CH2:20]2)[n:14]3)[cH:21][cH:22][cH:23]1.[OH:24][C:25](=[O:26])[c:27]1[cH:28][cH:29][cH:30][c:31]([C:33]([F:34])([F:35])[F:36])[cH:32]1.[OH:49][n:50]1[c:51]2[cH:52][cH:53][cH:54][cH:55][c:56]2[n:57][n:58]1>>[NH:1]([c:2]1[cH:3][c:4]([O:5][c:6]2[cH:7][cH:8][c:9]3[n:10]([n:11]2)[cH:12][c:13]([NH:15][C:16](=[O:17])[CH:18]2[CH2:19][CH2:20]2)[n:14]3)[cH:21][cH:22][cH:23]1)[C:25](=[O:24])[c:27]1[cH:28][cH:29][cH:30][c:31]([C:33]([F:34])([F:35])[F:36])[cH:32]1. The reactants are C(C)N1CC(C1)O (1-ethyl-3-azetidinol), FC1=CC=C(C=C1)[N+](=O)[O-] (1-fluoro-4-nitrobenzene). Yields the product C(C)N1CC(C1)OC1=CC=C(C=C1)[N+](=O)[O-] (1-Ethyl-3-(4-nitrophenoxy)azetidine). Reaction SMILES: [CH2:1]([N:3]1[CH2:6][CH:5]([OH:7])[CH2:4]1)[CH3:2].F[C:9]1[CH:14]=[CH:13][C:12]([N+:15]([O-:17])=[O:16])=[CH:11][CH:10]=1>>[CH2:1]([N:3]1[CH2:6][CH:5]([O:7][C:9]2[CH:14]=[CH:13][C:12]([N+:15]([O-:17])=[O:16])=[CH:11][CH:10]=2)[CH2:4]1)[CH3:2]. Procedure details: The title compound is prepared from 1-ethyl-3-azetidinol and 1-fluoro-4-nitrobenzene according to the procedures of Example 5. Starting materials: solution, B(Br)(Br)Br (BBr3), C(C)NC1=C(C=C(C#N)C=C1)N=C1SC(C(N1CC1=CC(=CC=C1)OC)=O)=C1SC2=C(N1C)C=CC=C2 (4-ethylamino-3-[3-(3-methoxybenzyl)-5-(3-methyl-3H-benzothiazol-2-ylidene)-4-oxothiazolidin-2-ylideneamino]benzonitrile). Run in C(Cl)Cl (DCM), C(Cl)Cl (DCM). Conditions: temperature -78 celsius. Product: C(C)NC1=C(C=C(C#N)C=C1)N=C1SC(C(N1CC1=CC(=CC=C1)O)=O)=C1SC2=C(N1C)C=CC=C2 (4-ethylamino-3-[3-(3-hydroxybenzyl)-5-(3-methyl-3H-benzothiazol-2-ylidene)-4-oxothiazolidin-2-ylideneamino]benzonitrile). Isolated yield 26.5%. RXN SMILES: [CH2:1]([NH:3][C:4]1[CH:11]=[CH:10][C:7]([C:8]#[N:9])=[CH:6][C:5]=1[N:12]=[C:13]1[N:17]([CH2:18][C:19]2[CH:24]=[CH:23][CH:22]=[C:21]([O:25]C)[CH:20]=2)[C:16](=[O:27])[C:15](=[C:28]2[N:32]([CH3:33])[C:31]3[CH:34]=[CH:35][CH:36]=[CH:37][C:30]=3[S:29]2)[S:14]1)[CH3:2].B(Br)(Br)Br>C(Cl)Cl>[CH2:1]([NH:3][C:4]1[CH:11]=[CH:10][C:7]([C:8]#[N:9])=[CH:6][C:5]=1[N:12]=[C:13]1[N:17]([CH2:18][C:19]2[CH:24]=[CH:23][CH:22]=[C:21]([OH:25])[CH:20]=2)[C:16](=[O:27])[C:15](=[C:28]2[N:32]([CH3:33])[C:31]3[CH:34]=[CH:35][CH:36]=[CH:37][C:30]=3[S:29]2)[S:14]1)[CH3:2]. Procedure: To a N2-purged flask was added the product of Example 114 (60 mg, 0.11 mmol) and anhydrous DCM (5 mL). The solution was cooled to −78° C. prior to the addition of a 1.0M solution of BBr3 in DCM (0.50 mL). The solution was allowed to warm to ambient temperature with stirring. After 7 h the solution was quenched by addition of MeOH (10 mL) and then concentrated under reduced pressure. The crude material was purified by reverse-phase HPLC (C18 column), eluting with 0.05% TFA in MeCN—H2O (1:9 to 9:1... The reactants are CCOc1nc2ccccc2c([N+](=O)[O-])c1N1CCOCC1, C1CCOC1. Yields the product CCOc1nc2ccccc2c(N)c1N1CCOCC1. RXN SMILES: [CH2:1]([CH3:2])[O:3][c:4]1[n:5][c:6]2[cH:7][cH:8][cH:9][cH:10][c:11]2[c:12]([N+:20]([O-:21])=[O:22])[c:13]1[N:14]1[CH2:15][CH2:16][O:17][CH2:18][CH2:19]1.[O:23]1[CH2:24][CH2:25][CH2:26][CH2:27]1>>[CH2:1]([CH3:2])[O:3][c:4]1[n:5][c:6]2[cH:7][cH:8][cH:9][cH:10][c:11]2[c:12]([NH2:20])[c:13]1[N:14]1[CH2:15][CH2:16][O:17][CH2:18][CH2:19]1. The reactants are FC1=CC(=C(C(=O)O)C=C1)O (4-fluoro-2-hydroxybenzoic acid), C[Si](C)(C)C=[N+]=[N-] (trimethylsilyldiazomethane), CCCCCC (hexane), C[Si](C)(C)C=[N+]=[N-] (trimethylsilyldiazomethane). Solvent: C1=CC=CC=C1 (benzene), CO (MeOH), C1=CC=CC=C1 (benzene), CO (MeOH). Run at time 8 hour. Product: FC1=CC(=C(C(=O)OC)C=C1)O (Methyl 4-fluoro-2-hydroxybenzoate). Reaction SMILES: [F:1][C:2]1[CH:10]=[CH:9][C:5]([C:6]([OH:8])=[O:7])=[C:4]([OH:11])[CH:3]=1.[CH3:12]CCCCC.C[Si](C=[N+]=[N-])(C)C>C1C=CC=CC=1.CO>[F:1][C:2]1[CH:10]=[CH:9][C:5]([C:6]([O:8][CH3:12])=[O:7])=[C:4]([OH:11])[CH:3]=1. Reported procedure: A solution of 4-fluoro-2-hydroxybenzoic acid (9.8 g, 62.3 mmol) in benzene (100 mL) and MeOH (20 mL) was cooled in an ice bath and a 2 M hexane solution of trimethylsilyldiazomethane (50 mL) was added dropwise. The reaction was stirred overnight at ambient temperature, diluted with benzene (348 mL) and MeOH (39 mL), and treated with more of the trimethylsilyldiazomethane solution (15 mL). The mixture was concentrated in vacuo to dryness to give 10.4 g of an oil which crystallized. Starting materials: NC=1C(=NC(=CC1)SCC1=CC(=CC(=C1)F)F)C#N (3-amino-6-(3,5-difluorobenzylthio)picolinonitrile), black crystals, N(=O)[O-].[Na+] (NaNO2), O.O.Cl[Sn]Cl (SnCl2.2H2O). Solvent: Cl (HCl), Cl (HCl), O (water). Run at temperature 25 celsius, time 15 minute. Yields the product FC=1C=C(CSC2=CC=C3C(=N2)C(=NN3)N)C=C(C1)F (5-(3,5-difluorobenzylthio)-1H-pyrazolo[4,3-b]pyridin-3-amine). As a reaction SMILES: [N:1]([O-])=O.[Na+].[NH2:5][C:6]1[C:7]([C:22]#[N:23])=[N:8][C:9]([S:12][CH2:13][C:14]2[CH:19]=[C:18]([F:20])[CH:17]=[C:16]([F:21])[CH:15]=2)=[CH:10][CH:11]=1.O.O.Cl[Sn]Cl>O.Cl>[F:21][C:16]1[CH:15]=[C:14]([CH:19]=[C:18]([F:20])[CH:17]=1)[CH2:13][S:12][C:9]1[N:8]=[C:7]2[C:22]([NH2:1])=[N:23][NH:5][C:6]2=[CH:11][CH:10]=1 |f:0.1,3.4.5|. Procedure details: A solution cooled to 0° C. of NaNO2 in 3 ml of water is added drop by drop to a solution at 0° C. of 3-amino-6-(3,5-difluorobenzylthio)picolinonitrile (1.587 mmol, 0.44 g) in 15 ml of 6 N HCl solution. After 15 minutes, a solution cooled to 0° C. of SnCl2.2H2O diluted in 4 ml of 12 N HCl is added drop by drop. The reaction medium is then stirred at 25° C. for 1 hour. The solution is extracted with ethyl acetate and then washed using saturated NaHCO3 solution and then saturated NaCl solution. The... Starting materials: C[O-].[Na+] (sodium methoxide), ice water, BrC1=NC=CC=C1O (2-bromo-3-hydroxypyridine), CI (methyl iodide). The solvent is CO (methanol), CS(=O)C (dimethylsulfoxide). Reaction conditions: temperature 90 celsius, time 20.5 hour. The product is BrC1=NC=CC=C1OC (2-bromo-3-methoxypyridine). Reaction SMILES: [Br:1][C:2]1[C:7]([OH:8])=[CH:6][CH:5]=[CH:4][N:3]=1.[CH3:9][O-].[Na+].CI>CS(C)=O.CO>[Br:1][C:2]1[C:7]([O:8][CH3:9])=[CH:6][CH:5]=[CH:4][N:3]=1 |f:1.2|. Procedure: 100.0 g (corresponding to 0.575 mol) of 2-bromo-3-hydroxypyridine was dissolved in 310 mL of dimethylsulfoxide, and 575 mL (corresponding to 0.575 mol) of a solution of 1 mol/L sodium methoxide in methanol was added thereto. Then, the reaction solution was heated to 90° C. to distill off methanol. After the reaction solution was cooled down to 10° C. or lower, 93.9 g (corresponding to 0.662 mol) of methyl iodide was added thereto, and the mixture was stirred at room temperature for 20.5 hours. A...